Dataset: the Open Reaction Database (ORD), a public repository of structured organic reaction records. Task: describe an organic reaction: reactants, conditions, products, and yield The reactants are Cl.Cl.NC=1C=C(C=CC1)NC(CN1CCC(CC1)CC1=CC=C(C=C1)F)=O (N-(3-Amino-phenyl)-2-[4-(4-fluoro-benzyl)-piperidin-1-yl]-acetamide dihydrochloride), CS(=O)(=O)Cl (methanesulfonyl chloride). Run in C(C)OC(C)=O.C(C)OCC (diethylether- ethyl acetate). Yields the product FC1=CC=C(CC2CCN(CC2)CC(=O)N)C=C1.Cl.CS(=O)(=O)NC=1C=C(C=CC1)NC(C)=O (2-[4-(4-Fluoro-benzyl)-piperidin-1-yl]-acetamide N-(3-methanesulfonylamino-phenyl)-acetamide hydrochloride). RXN SMILES: Cl.Cl.[NH2:3][C:4]1[CH:5]=[C:6]([NH:10][C:11](=[O:27])[CH2:12][N:13]2[CH2:18][CH2:17][CH:16]([CH2:19][C:20]3[CH:25]=[CH:24][C:23]([F:26])=[CH:22][CH:21]=3)[CH2:15][CH2:14]2)[CH:7]=[CH:8][CH:9]=1.[CH3:28][S:29]([Cl:32])(=[O:31])=[O:30]>C(OC(=O)C)C.C(OCC)C>[F:26][C:23]1[CH:24]=[CH:25][C:20]([CH2:19][CH:16]2[CH2:15][CH2:14][N:13]([CH2:12][C:11]([NH2:10])=[O:27])[CH2:18][CH2:17]2)=[CH:21][CH:22]=1.[ClH:32].[CH3:28][S:29]([NH:3][C:4]1[CH:5]=[C:6]([NH:10][C:11](=[O:27])[CH3:12])[CH:7]=[CH:8][CH:9]=1)(=[O:31])=[O:30] |f:0.1.2,4.5,6.7.8|. Procedure: The title compound is prepared from N-(3-amino-phenyl)-2-[4-(4-fluoro-benzyl)-piperidin-1-yl]-acetamide dihydrochloride (Example 183) and methanesulfonyl chloride according to the method described in Example 176. Melting Point: 85-90° C. (dec.) (diethylether- ethyl acetate) The reactants are ClCC=1N=C(OC1)C1=CC(=C(C(=C1)OC)OC)OC (4-Chloromethyl-2-(3,4,5-trimethoxyphenyl)oxazole), N1CCNCC1 (piperazine). Product: COC=1C=C(C=C(C1OC)OC)C=1OC=C(N1)CN1CCN(CC1)CC=1N=C(OC1)C1=CC(=C(C(=C1)OC)OC)OC (N,N′-bis[[2-(3,4,5-Trimethoxyphenyl)oxazol-4-yl]methyl]piperazine). Reaction SMILES: Cl[CH2:2][C:3]1[N:4]=[C:5]([C:8]2[CH:13]=[C:12]([O:14][CH3:15])[C:11]([O:16][CH3:17])=[C:10]([O:18][CH3:19])[CH:9]=2)[O:6][CH:7]=1.[NH:20]1[CH2:25][CH2:24][NH:23][CH2:22][CH2:21]1>>[CH3:19][O:18][C:10]1[CH:9]=[C:8]([C:5]2[O:6][CH:7]=[C:3]([CH2:2][N:20]3[CH2:25][CH2:24][N:23]([CH2:2][C:3]4[N:4]=[C:5]([C:8]5[CH:9]=[C:10]([O:18][CH3:19])[C:11]([O:16][CH3:17])=[C:12]([O:14][CH3:15])[CH:13]=5)[O:6][CH:7]=4)[CH2:22][CH2:21]3)[N:4]=2)[CH:13]=[C:12]([O:14][CH3:15])[C:11]=1[O:16][CH3:17]. Procedure details: 4-Chloromethyl-2-(3,4,5-trimethoxyphenyl)oxazole (124 mg) and piperazine (17 mg) were treated in the same manner in Example 1 to obtain the title compound as a free base. The reactants are CS(=O)(=O)OCC1CC2=C3CCC(NC3=CC=C2O1)=O (1,2,6,7,8,9-Hexahydro-2-methanesulfonyloxymethylfuro-[3,2-f]quinoline-7-one), [N-]=[N+]=[N-].[Na+] (sodium azide), O (water). Solvent: CN(C=O)C (dimethylformamide). Run at temperature 120 celsius, time 2 hour. Yields the product N(=[N+]=[N-])CC1CC2=C3CCC(NC3=CC=C2O1)=O (2-Azidomethyl-1,2,6,7,8,9-hexahydrofuro-[3,2-f]quinoline-7-one). As a reaction SMILES: CS(O[CH2:6][CH:7]1[O:19][C:18]2[C:9](=[C:10]3[C:15](=[CH:16][CH:17]=2)[NH:14][C:13](=[O:20])[CH2:12][CH2:11]3)[CH2:8]1)(=O)=O.[N-:21]=[N+:22]=[N-:23].[Na+].O>CN(C)C=O>[N:21]([CH2:6][CH:7]1[O:19][C:18]2[C:9](=[C:10]3[C:15](=[CH:16][CH:17]=2)[NH:14][C:13](=[O:20])[CH2:12][CH2:11]3)[CH2:8]1)=[N+:22]=[N-:23] |f:1.2|. Reported procedure: The compound obtained in Example 160 (0.691 g, 2.32 mmol) and sodium azide (1.51 g) were suspended in dimethylformamide (14 ml) and stirred at 120° C. for 2 hours. The suspension was cooled and poured into water, followed by extraction with chloroform. The chloroform phase was washed with water and dried over sodium sulfate. When the solvent was distilled off under reduced pressure, 0.553 g of the pale yellow crystals of the title compound was obtained (97.4%, mp.: 157°-158° C.). The reactants are COC=1C=C(C=CC1)B(O)O (3-methoxyphenylboronic acid), BrC=1C=C2C=C(NC2=CC1)C(=O)N1CCN(CC1)C ((5-Bromo-1H-indol-2-yl)-(4-methyl-piperazin-1-yl)-methanone), [O-]P(=O)([O-])[O-].[K+].[K+].[K+] (K3PO4). Reagents/catalysts: [OH-].[OH-].[Pd+2] (Pd(OH)2). The solvent is O (water), C1(=CC=CC=C1)C (toluene), C1(=CC=CC=C1)C (toluene). The product is COC=1C=C(C=CC1)C=1C=C2C=C(NC2=CC1)C(=O)N1CCN(CC1)C ([5-(3-Methoxy-phenyl)-1H-indol-2-yl]-(4-methyl-piperazin-1-yl)-methanone). The yield is 8.1%. As a reaction SMILES: Br[C:2]1[CH:3]=[C:4]2[C:8](=[CH:9][CH:10]=1)[NH:7][C:6]([C:11]([N:13]1[CH2:18][CH2:17][N:16]([CH3:19])[CH2:15][CH2:14]1)=[O:12])=[CH:5]2.[CH3:20][O:21][C:22]1[CH:23]=[C:24](B(O)O)[CH:25]=[CH:26][CH:27]=1.[O-]P([O-])([O-])=O.[K+].[K+].[K+]>C1(C)C=CC=CC=1.O.[OH-].[OH-].[Pd+2]>[CH3:20][O:21][C:22]1[CH:27]=[C:26]([C:2]2[CH:3]=[C:4]3[C:8](=[CH:9][CH:10]=2)[NH:7][C:6]([C:11]([N:13]2[CH2:18][CH2:17][N:16]([CH3:19])[CH2:15][CH2:14]2)=[O:12])=[CH:5]3)[CH:25]=[CH:24][CH:23]=1 |f:2.3.4.5,8.9.10|. Reported procedure: A suspension of (5-Bromo-1H-indol-2-yl)-(4-methyl-piperazin-1-yl)-methanone (Example 3, 0.057 g) in dry toluene (0.5 mL) was treated with Pd(OH)2 (0.001 g) under N2 atmosphere. The resulting mixture was then treated with 3-methoxyphenylboronic acid (0.057 g) and then K3PO4 (0.12 g), and heated at 95° C. for 24 h. The reaction mixture was cooled to ambient temperature and diluted with water (2 mL) and toluene (10 mL). The organic layer was separated and washed with brine (2 mL), dried over Na2SO4... Starting materials: N(=[N+]=[N-])CC1=CC=C(C=C1)C(C(=O)OC)(C)C (methyl 2-(4-azidomethylphenyl)-2-methylpropionate), C1(=CC=CC=C1)P(C1=CC=CC=C1)C1=CC=CC=C1 (triphenylphosphine), O1CCCC1 (tetrahydrofuran). The solvent is O (water). Product: NCC1=CC=C(C=C1)C(C(=O)OC)(C)C (Methyl 2-(4-Aminomethylphenyl)-2-methylpropionate). Isolated yield 68.8%. Reaction SMILES: [N:1]([CH2:4][C:5]1[CH:10]=[CH:9][C:8]([C:11]([CH3:17])([CH3:16])[C:12]([O:14][CH3:15])=[O:13])=[CH:7][CH:6]=1)=[N+]=[N-].C1(P(C2C=CC=CC=2)C2C=CC=CC=2)C=CC=CC=1.O1CCCC1>O>[NH2:1][CH2:4][C:5]1[CH:6]=[CH:7][C:8]([C:11]([CH3:17])([CH3:16])[C:12]([O:14][CH3:15])=[O:13])=[CH:9][CH:10]=1. Procedure details: A solution of methyl 2-(4-azidomethylphenyl)-2-methylpropionate (48.1 g)and triphenylphosphine (59.5 g) in a mixed solvent of tetrahydrofuran (480 ml) and water (24 ml) was refluxed for 30 min. The solvent was evaporated, and the obtained residue was purified by silica gel column chromatography (developing solvent; chloroform:methanol=10:1, chloroform:methanol:aqueous ammonia=10:1:0.3) to give the title compound (29.4 g) as a pale-yellow oil. The reactants are BrC1=NC=C(C=C1Cl)C1=CC=C(C=C1)Cl (2-bromo-3-chloro-5-(4-chlorophenyl)pyridine), C[Si](C)(C)C#C (trimethylsilylacetylene). The product is ClC=1C(=NC=C(C1)C1=CC=C(C=C1)Cl)C#C[Si](C)(C)C (3-chloro-5-(4-chlorophenyl)-2-trimethylsilanylethynylpyridine). As a reaction SMILES: Br[C:2]1[C:7]([Cl:8])=[CH:6][C:5]([C:9]2[CH:14]=[CH:13][C:12]([Cl:15])=[CH:11][CH:10]=2)=[CH:4][N:3]=1.[CH3:16][Si:17]([C:20]#[CH:21])([CH3:19])[CH3:18]>>[Cl:8][C:7]1[C:2]([C:21]#[C:20][Si:17]([CH3:19])([CH3:18])[CH3:16])=[N:3][CH:4]=[C:5]([C:9]2[CH:14]=[CH:13][C:12]([Cl:15])=[CH:11][CH:10]=2)[CH:6]=1. Procedure details: The product was obtained analogously to Example 7.1b starting from 2-bromo-3-chloro-5-(4-chlorophenyl)pyridine and trimethylsilylacetylene. Yield: 0.57 g (quant. yield); C16H15Cl2NSi (M=320.288); calc.: molpeak (M+H)+: 320/322/324 (2Cl); found: molpeak (M+H)+: 320/322/324 (2Cl); HPLC-MS: 8.02 minutes (method B). Reactants: [BH4-], CC(C)(C)OC(=O)N1CC(O[Si](C)(C)C(C)(C)C)CC1C=O, CO, [Na+]. Product: CC(C)(C)OC(=O)N1CC(O[Si](C)(C)C(C)(C)C)CC1CO. Reaction SMILES: [BH4-:1].[C:3](=[O:4])([O:5][C:6]([CH3:7])([CH3:8])[CH3:9])[N:10]1[CH:11]([CH:12]=[O:13])[CH2:14][CH:15]([O:17][Si:18]([CH3:19])([CH3:20])[C:21]([CH3:22])([CH3:23])[CH3:24])[CH2:16]1.[CH3:25][OH:26].[Na+:2]>>[C:3](=[O:4])([O:5][C:6]([CH3:7])([CH3:8])[CH3:9])[N:10]1[CH:11]([CH2:12][OH:13])[CH2:14][CH:15]([O:17][Si:18]([CH3:19])([CH3:20])[C:21]([CH3:22])([CH3:23])[CH3:24])[CH2:16]1. The reactants are C1(=CC=CC=C1)S (benzenethiol), BrCCCCOC(C)=O (4-bromobutylacetate), Cl (HCl), [H-].[Na+] (NaH). The product is C1(=CC=CC=C1)SCCCCOC(C)=O (Acetic Acid 4-phenylsulfanylbutylester). Solvent: CN(C)C=O (DMF), CN(C)C=O (DMF), CN(C)C=O (DMF). As a reaction SMILES: [H-].[Na+].[C:3]1([SH:9])[CH:8]=[CH:7][CH:6]=[CH:5][CH:4]=1.Br[CH2:11][CH2:12][CH2:13][CH2:14][O:15][C:16](=[O:18])[CH3:17].Cl>CN(C=O)C>[C:3]1([S:9][CH2:11][CH2:12][CH2:13][CH2:14][O:15][C:16](=[O:18])[CH3:17])[CH:8]=[CH:7][CH:6]=[CH:5][CH:4]=1 |f:0.1|. Reaction conditions: temperature 0 celsius, time 12.5 minute. Reported procedure: To a suspension of NaH (60%, 0.91 g, 23 mmol) in anhydrous DMF (20 mL) at RT is added dropwise benzenethiol (2.5 g, 22.7 mmol) in DMF (5 mL). The mixture is stirred for 10-15 min, at which time it becomes clear and yellow. The mixture is cooled to 0° C. in an ice bath then 4-bromobutylacetate (4.5 g, 22.8 mmol) in DMF (5 mL) is added dropwise and the mixture is stirred at RT for 1 h. The mixture is poured into 1N HCl (50 mL) and extracted with MTBE (2×). The combined organic extracts are washed ...